This data is from the Open Reaction Database (ORD), a public repository of structured organic reaction records. The task is: describe an organic reaction: reactants, conditions, products, and yield Starting materials: Cl.NO (hydroxylamine hydrochloride), [OH-].[Na+] (sodium hydroxide), C(#N)CC(=O)C(CC)(C)CC (1-ethyl-1-methylpropyl cyanomethyl ketone). The solvent is O (water). Yields the product NC1=CC(=NO1)C(CC)(C)CC (5-amino-3-(1-ethyl-1-methylpropyl)isoxazole). RXN SMILES: [C:1]([CH2:3][C:4]([C:6]([CH2:10][CH3:11])([CH3:9])[CH2:7][CH3:8])=O)#[N:2].Cl.[NH2:13][OH:14].[OH-].[Na+]>O>[NH2:2][C:1]1[O:14][N:13]=[C:4]([C:6]([CH2:10][CH3:11])([CH3:9])[CH2:7][CH3:8])[CH:3]=1 |f:1.2,3.4|. Procedure: A 16.5 Kg portion of methyl 2-ethylbutyrate was reacted with 60 Kg of n-butyl lithium, diisopropylamine, and 19.1 Kg of methyl iodide to provide 17.4 Kg of methyl 2-ethyl-2-methylbutyrate. A 7.5 Kg portion of the ester thus formed was reacted with 3.25 Kg of acetonitrile and 5.03 g of sodium hydride in 33 liters of tetrahydrofuran to provide 1-ethyl-1-methylpropyl cyanomethyl ketone. The ketone thus formed was reacted with 4.35 Kg of hydroxylamine hydrochloride and 2.54 Kg of sodium hydroxide in... Starting materials: CC=1NC=CC1 (2-methylpyrrole), N1(C=CC=C1)CC1=CC=C(C=C1)I (4-(pyrrol-1-ylmethyl)phenyliodide). Yields the product CC=1N(C=CC1)CC1=CC=C(C=C1)I (4-(2-Methylpyrrol-1-ylmethyl)phenyl iodide). Reaction SMILES: [CH3:1][C:2]1[NH:3][CH:4]=[CH:5][CH:6]=1.N1([CH2:12][C:13]2[CH:18]=[CH:17][C:16]([I:19])=[CH:15][CH:14]=2)C=CC=C1>>[CH3:1][C:2]1[N:3]([CH2:12][C:13]2[CH:18]=[CH:17][C:16]([I:19])=[CH:15][CH:14]=2)[CH:4]=[CH:5][CH:6]=1. Reported procedure: The titled compound was prepared from 2-methylpyrrole (J. Org. Chem. 1956, 21, 918.) in an analogous manner to that of 4-(pyrrol-1-ylmethyl)phenyl iodide (EP 488 602 A1).